From a dataset of the Open Reaction Database (ORD), a public repository of structured organic reaction records. describe an organic reaction: reactants, conditions, products, and yield Starting materials: [BH4-], CC(C)(C)[SiH2]OC(C)(C)c1cc(CCN)ccc1Cl, CO, CC=O, [Na+]. Product: CCNCCc1ccc(Cl)c(C(C)(C)O[SiH2]C(C)(C)C)c1. RXN SMILES: [BH4-:23].[C:1]([CH3:2])([CH3:3])([CH3:4])[SiH2:5][O:6][C:7]([c:8]1[cH:9][c:10]([CH2:15][CH2:16][NH2:17])[cH:11][cH:12][c:13]1[Cl:14])([CH3:18])[CH3:19].[CH3:25][OH:26].[CH:20]([CH3:21])=[O:22].[Na+:24]>>[C:1]([CH3:2])([CH3:3])([CH3:4])[SiH2:5][O:6][C:7]([c:8]1[cH:9][c:10]([CH2:15][CH2:16][NH:17][CH2:20][CH3:21])[cH:11][cH:12][c:13]1[Cl:14])([CH3:18])[CH3:19].